Dataset: the Open Reaction Database (ORD), a public repository of structured organic reaction records. Task: describe an organic reaction: reactants, conditions, products, and yield Reactants: CCOC(=O)C(C)(NC(=O)C1CCCN1C(=O)OC(C)(C)C)c1ccc(Br)cc1, CCO, N. Product: CC(C)(C)OC(=O)N1CCCC1C(=O)NC(C)(C(N)=O)c1ccc(Br)cc1. Reaction SMILES: [C:1]([CH3:2])([CH3:3])([CH3:4])[O:5][C:6](=[O:7])[N:8]1[CH:9]([C:13]([NH:14][C:15]([CH3:16])([C:17](=[O:18])[O:19][CH2:20][CH3:21])[c:22]2[cH:23][cH:24][c:25]([Br:28])[cH:26][cH:27]2)=[O:29])[CH2:10][CH2:11][CH2:12]1.[CH3:31][CH2:32][OH:33].[NH3:30]>>[C:1]([CH3:2])([CH3:3])([CH3:4])[O:5][C:6](=[O:7])[N:8]1[CH:9]([C:13]([NH:14][C:15]([CH3:16])([C:17](=[O:18])[NH2:30])[c:22]2[cH:23][cH:24][c:25]([Br:28])[cH:26][cH:27]2)=[O:29])[CH2:10][CH2:11][CH2:12]1. The reactants are C(C1=CC=CC=C1)N1C(C(C(C1)Cl)C)=O (1-benzyl-4-chloro-methyl-pyrrolidin-2-one), C(C)NCC (diethylamine), CN(C=O)C (dimethylformamide). The product is C(C1=CC=CC=C1)N1C(CC(C1)CN(CC)CC)=O (1-Benzyl-4-diethylaminomethyl-pyrrolidin-2-one). As a reaction SMILES: [CH2:1]([N:8]1[CH2:12][CH:11](Cl)[CH:10](C)[C:9]1=[O:15])[C:2]1[CH:7]=[CH:6][CH:5]=[CH:4][CH:3]=1.[CH2:16]([NH:18][CH2:19][CH3:20])[CH3:17].[CH3:21]N(C)C=O>>[CH2:1]([N:8]1[CH2:12][CH:11]([CH2:21][N:18]([CH2:19][CH3:20])[CH2:16][CH3:17])[CH2:10][C:9]1=[O:15])[C:2]1[CH:3]=[CH:4][CH:5]=[CH:6][CH:7]=1. Procedure details: A mixture of 14 g (0.06 mol) of crude 1-benzyl-4-chloro-methyl-pyrrolidin-2-one, prepared as in Example 1(a), 10 g of diethylamine and 50 ml of dimethylformamide was stirred or shaken for 2 hours at 150° C. in an autoclave. The reaction mixture was evaporated to dryness in vacuo, the residue was taken up in methylene chloride, and the solution was washed first with water and finally the title compound was extracted twice with 25 ml of 2 N HCl. The aqueous phase was separated, made alkaline with ... Starting materials: Fc1cc(I)c(CBr)cn1, C1COCCN1, CC#N, CCN(C(C)C)C(C)C, ClCCl. Product: Fc1cc(I)c(CN2CCOCC2)cn1. As a reaction SMILES: [Br:1][CH2:2][c:3]1[c:4]([I:10])[cH:5][c:6]([F:9])[n:7][cH:8]1.[CH2:11]1[CH2:12][O:13][CH2:14][CH2:15][NH:16]1.[CH3:17][C:18]#[N:19].[CH:20]([N:21]([CH2:22][CH3:23])[CH:24]([CH3:25])[CH3:26])([CH3:27])[CH3:28].[Cl:29][CH2:30][Cl:31]>>[CH2:2]([c:3]1[c:4]([I:10])[cH:5][c:6]([F:9])[n:7][cH:8]1)[N:16]1[CH2:11][CH2:12][O:13][CH2:14][CH2:15]1. Reactants: NC1=C(C=CC(N1C1=CC=C(C=C1)CCOS(=O)(=O)C)=O)C(C1=CC=C(C=C1)F)=O (Methanesulfonic acid 2-{4-[6-amino-5-(4-fluoro-benzoyl)-2-oxo-2H-pyridin-1-yl]-phenyl}-ethyl ester), C1(CCCC1)OC([C@@H](N)CC(C)C)=O (L-leucine cyclopentyl ester), NC=1C=C(CCO)C=CC1 (3-aminophenethyl alcohol), C1(CCCC1)OC([C@@H](N)CC(C)C)=O (L-leucine cyclopentyl ester). Yields the product NC1=C(C=CC(N1C=1C=C(C=CC1)CCN[C@@H](CC(C)C)C(=O)OC1CCCC1)=O)C(=O)C1=CC=C(C=C1)F (Cyclopentyl N-[2-(3-{6-amino-5-[(4-fluorophenyl)carbonyl]-2-oxopyridin-1(2H)-yl}phenyl)ethyl]-L-leucinate). Reaction SMILES: [NH2:1][C:2]1[N:7]([C:8]2[CH:13]=[CH:12][C:11](CCOS(C)(=O)=O)=[CH:10][CH:9]=2)[C:6](=[O:21])[CH:5]=[CH:4][C:3]=1[C:22](=[O:30])[C:23]1[CH:28]=[CH:27][C:26]([F:29])=[CH:25][CH:24]=1.N[C:32]1C=C(C=C[CH:40]=1)CCO.[CH:41]1([O:46][C:47](=[O:54])[C@H:48]([CH2:50][CH:51]([CH3:53])[CH3:52])[NH2:49])[CH2:45][CH2:44][CH2:43][CH2:42]1>>[NH2:1][C:2]1[N:7]([C:8]2[CH:13]=[C:12]([CH2:32][CH2:40][NH:49][C@H:48]([C:47]([O:46][CH:41]3[CH2:42][CH2:43][CH2:44][CH2:45]3)=[O:54])[CH2:50][CH:51]([CH3:52])[CH3:53])[CH:11]=[CH:10][CH:9]=2)[C:6](=[O:21])[CH:5]=[CH:4][C:3]=1[C:22]([C:23]1[CH:28]=[CH:27][C:26]([F:29])=[CH:25][CH:24]=1)=[O:30]. Procedure details: Example 70 was synthesised using similar methodology to Intermediate 4J (instead using 3-aminophenethyl alcohol) and L-Leucine cyclopentyl ester (Intermediate 8). Starting materials: FC(C(=O)O)(F)F (trifluoroacetic acid), BrCCCO (3-bromo-1-propanol), C[Si](C)(C)[SiH]([Si](C)(C)C)[Si](C)(C)C (tris(trimethylsilyl)silane), C(C1=CC=CC=C1)OC1=C(C=CC2=CC3=C(C=CC=4C5=CC=CC=C5C=NC34)C=C12)OC (8-Benzyloxy-9-methoxy-naphtho[2,3-c]phenanthridine), N(=NC(C#N)(C)C)C(C#N)(C)C (azobis(isobutyronitrile)), C(O)([O-])=O.[Na+] (sodium hydrogencarbonate). Solvent: C(C)#N (acetonitrile). Run at temperature 80 celsius. The product is OCCCC1=C2C(=C(C=CC2=CC2=C1C=CC=1C3=CC=CC=C3C=NC21)OC)OCC2=CC=CC=C2 (7-(3-hydroxypropyl)-8-benzyloxy-9-methoxy-naphtho[2,3-c]phenanthridine). Yield: 31.3%. Reaction SMILES: [CH2:1]([O:8][C:9]1[C:30]2[C:13](=[CH:14][C:15]3[C:28]4[N:27]=[CH:26][C:25]5[C:20](=[CH:21][CH:22]=[CH:23][CH:24]=5)[C:19]=4[CH:18]=[CH:17][C:16]=3[CH:29]=2)[CH:12]=[CH:11][C:10]=1[O:31][CH3:32])[C:2]1[CH:7]=[CH:6][CH:5]=[CH:4][CH:3]=1.FC(F)(F)C(O)=O.Br[CH2:41][CH2:42][CH2:43][OH:44].C[Si]([SiH]([Si](C)(C)C)[Si](C)(C)C)(C)C.N(C(C)(C)C#N)=NC(C)(C)C#N.C(=O)([O-])O.[Na+]>C(#N)C>[OH:44][CH2:43][CH2:42][CH2:41][C:29]1[C:16]2[CH:17]=[CH:18][C:19]3[C:20]4[C:25]([CH:26]=[N:27][C:28]=3[C:15]=2[CH:14]=[C:13]2[C:30]=1[C:9]([O:8][CH2:1][C:2]1[CH:7]=[CH:6][CH:5]=[CH:4][CH:3]=1)=[C:10]([O:31][CH3:32])[CH:11]=[CH:12]2)=[CH:24][CH:23]=[CH:22][CH:21]=4 |f:5.6|. Procedure details: 8-Benzyloxy-9-methoxy-naphtho[2,3-c]phenanthridine (231 mg, 0.56 mmol) was suspended in acetonitrile (80 mL), and trifluoroacetic acid (43 μL, 0.56 mmol), 3-bromo-1-propanol (51 μL, 0.56 mmol) and tris(trimethylsilyl)silane (346 μL, 1.12 mmol) were added to the suspension. The mixture was stirred at 80° C. on an oil bath. After the suspended matter was dissolved, azobis(isobutyronitrile) (184 mg, 1.12 mmol) was added to the solution followed by heating under reflux. An hour later, the reaction m... The reactants are p-nitrophenyl ester, C(C1=CC=CC=C1)NCC(=O)O (N-benzylglycine), NCCNCCCN (N-(2-aminoethyl)-1,3-propane diamine), NCC(=O)NCCNCCCNC(CN)=O (N-[2-(Aminoacetamido)-ethyl]-3-(aminoacetamido)-propylamine), C(C1=CC=CC=C1)NCC(=O)N(CCNC(CNCC1=CC=CC=C1)=O)CCCNC(CNCC1=CC=CC=C1)=O (N-(N-benzylglycyl)-N-[2-(benzylaminoacetamido)-ethyl]-3-(benzylaminoacetamido)-propylamine). Solvent: CN(C=O)C (dimethyl formamide). The product is NCC(=O)NCCNCCCNC(CN)=O (N-[2-(Aminoacetamido)-ethyl]-3-(aminoacetamido)-propylamine), NCC(=O)NN(CCNC(CN)=O)CCCNC(CN)=O (N-(Aminoacetamido)-N-[2-(aminoacetamido)-ethyl]-3-(aminoacetamido)-propylamine). Reaction SMILES: C(NCC(O)=O)C1C=CC=CC=1.NCCNCCCN.[NH2:21][CH2:22][C:23]([NH:25][CH2:26][CH2:27][NH:28][CH2:29][CH2:30][CH2:31][NH:32][C:33](=[O:36])[CH2:34][NH2:35])=[O:24].C(NCC([N:48]([CH2:63][CH2:64][CH2:65][NH:66][C:67](=[O:77])[CH2:68][NH:69]CC1C=CC=CC=1)[CH2:49][CH2:50][NH:51][C:52](=[O:62])[CH2:53][NH:54]CC1C=CC=CC=1)=O)C1C=CC=CC=1>CN(C)C=O>[NH2:21][CH2:22][C:23]([NH:25][CH2:26][CH2:27][NH:28][CH2:29][CH2:30][CH2:31][NH:32][C:33](=[O:36])[CH2:34][NH2:35])=[O:24].[NH2:21][CH2:22][C:23]([NH:25][N:48]([CH2:63][CH2:64][CH2:65][NH:66][C:67](=[O:77])[CH2:68][NH2:69])[CH2:49][CH2:50][NH:51][C:52](=[O:62])[CH2:53][NH2:54])=[O:24]. Reported procedure: The p-nitrophenyl ester of N-benzylglycine and N-(2-aminoethyl)-1,3-propane diamine are reacted in the same proportions as in (A) above but in dimethyl formamide as the solvent to yield, after working up in a similar manner, N-(N-benzylglycyl)-N-[2-(benzylaminoacetamido)-ethyl]-3-(benzylaminoacetamido)-propylamine in 65% yield, δ(d6DMSO) 1.6 (m, 2H), 3.2 (m, 6H), 3.5 (d, 4H), 3.8 (d, 2H), 5.0 (s, 6H), 7.3 (s, 15H), 7.4 (m, 3H), 7.8 (m, 3H). Hydrogenation as in (A) above yields the title compound... Starting materials: C(C)OC(CC1C2=C(B(O1)O)C=C(C=C2C)OC2=NC=C(N=C2)C#N)=O ([6-(5-cyano-pyrazin-2-yloxy)-1-hydroxy-4-methyl-1,3-dihydro-benzo[c][1,2]oxaborol-3-yl]-acetic acid ethyl ester). Reagents/catalysts: [Pd] (Pd/C). Solvent: CO (methanol). Product: NCC=1N=CC(=NC1)OC=1C=C(C2=C(B(OC2CC(=O)O)O)C1)C ([6-(5-Aminomethyl-pyrazin-2-yloxy)-1-hydroxy-4-methyl-1,3-dihydro-benzo[c][1,2]oxaborol-3-yl]-acetic acid). Yield: 95.4%. RXN SMILES: C([O:3][C:4](=[O:26])[CH2:5][CH:6]1[O:10][B:9]([OH:11])[C:8]2[CH:12]=[C:13]([O:17][C:18]3[CH:23]=[N:22][C:21]([C:24]#[N:25])=[CH:20][N:19]=3)[CH:14]=[C:15]([CH3:16])[C:7]1=2)C>CO.[Pd]>[NH2:25][CH2:24][C:21]1[N:22]=[CH:23][C:18]([O:17][C:13]2[CH:14]=[C:15]([CH3:16])[C:7]3[CH:6]([CH2:5][C:4]([OH:26])=[O:3])[O:10][B:9]([OH:11])[C:8]=3[CH:12]=2)=[N:19][CH:20]=1. Procedure: To a mixture of [6-(5-cyano-pyrazin-2-yloxy)-1-hydroxy-4-methyl-1,3-dihydro-benzo[c][1,2]oxaborol-3-yl]-acetic acid ethyl ester (1.63 g) and Pd/C (250 mg) in methanol (80 mL) was degassed 3 times and the suspension was charged with H2 balloon at room temperature overnight. The reaction mixture was filtered through a pad of Celite and the filtrate was concentrated to dryness, affording the title compound (1.45 g). 1H NMR (300 MHz, CD3OD) δ 8.49 (s, 1H), 8.44 (s, 1H), 8.21 (s, 1H), 7.21 (s, 1H), 7... The reactants are CCOC(=O)CC#N (ethyl cyano acetate), C1(O)=CC=C(O)C=C1 (hydroquinone), N1CCCCC1 (piperidine), C=O (formalin), N1CCCCC1 (piperidine). Reagents/catalysts: [Pd] (palladium on charcoal). Run in C1(=CC=CC=C1)C (toluene), O (water), C(C)(=O)O (acetic acid). Product: 374.7, C(#N)C(C(=O)OCC)C (ethyl 2-cyanopropionate). Reaction SMILES: [CH3:1][CH2:2][O:3][C:4]([CH2:6][C:7]#[N:8])=[O:5].[C:9]1(C=CC(O)=CC=1)O.N1CCCCC1.C=O>[Pd].O.C(O)(=O)C.C1(C)C=CC=CC=1>[C:7]([CH:6]([CH3:9])[C:4]([O:3][CH2:2][CH3:1])=[O:5])#[N:8]. Procedure details: 904 Parts of ethyl cyano acetate, 10 parts of hydroquinone, 4.3 parts of piperidine, 45 parts of 3% palladium on charcoal catalyst and 6,500 parts of toluene are mixed at 60°C under an atmosphere of hydrogen maintained at 30 p.s.i.g., 1,000 Parts of a solution made from 1,000 parts of formalin (36%), 75 parts of acetic acid, 86 parts of piperidine and water to give a total of 1,500 parts are added at a uniform rate over 3 hours the temperature being maintained at 60°-65°C. The reaction mixture i... Reactants: CC(=O)C1(c2ccc(Cl)c(Cl)c2)CCC1, NC=O, O=CO, CC(NC=O)C1(c2ccc(Cl)c(Cl)c2)CCC1, Cl. Yields the product CC(N)C1(c2ccc(Cl)c(Cl)c2)CCC1. RXN SMILES: [C:1]([CH3:2])(=[O:3])[C:4]1([c:8]2[cH:9][c:10]([Cl:15])[c:11]([Cl:14])[cH:12][cH:13]2)[CH2:5][CH2:6][CH2:7]1.[CH:16](=[O:17])[NH2:18].[CH:19]([OH:20])=[O:21].[CH:23]([NH:24][CH:25]([C:26]1([c:27]2[cH:28][cH:29][c:30]([Cl:31])[c:32]([Cl:33])[cH:34]2)[CH2:35][CH2:36][CH2:37]1)[CH3:38])=[O:39].[ClH:22]>>[CH:1]([CH3:2])([C:4]1([c:8]2[cH:9][c:10]([Cl:15])[c:11]([Cl:14])[cH:12][cH:13]2)[CH2:5][CH2:6][CH2:7]1)[NH2:18]. The reactants are N1C=CC2=CC=C3C(=C12)CCN(CC3)C(=O)OC (methyl 6,7,9,10-tetrahydroazepino[4,5-g]indole-8(1H)-carboxylate), [OH-].[Na+] (NaOH), O (water), [H-].[H-].[H-].[H-].[Li+].[Al+3] (LiAlH4), O (Water). The solvent is C1CCOC1 (THF), C1CCOC1 (THF). Reaction conditions: temperature 0 celsius, time 16 hour. Product: CN1CCC2=CC=C3C=CNC3=C2CC1 (8-Methyl-1,6,7,8,9,10-hexahydroazepino[4,5-g]indole). Yield: 31.4%. Reaction SMILES: [H-].[H-].[H-].[H-].[Li+].[Al+3].[NH:7]1[C:15]2[C:10](=[CH:11][CH:12]=[C:13]3[CH2:20][CH2:19][N:18]([C:21](OC)=O)[CH2:17][CH2:16][C:14]3=2)[CH:9]=[CH:8]1.O.[OH-].[Na+]>C1COCC1>[CH3:21][N:18]1[CH2:17][CH2:16][C:14]2[C:13](=[CH:12][CH:11]=[C:10]3[C:15]=2[NH:7][CH:8]=[CH:9]3)[CH2:20][CH2:19]1 |f:0.1.2.3.4.5,8.9|. Reported procedure: Under N2, a flame-dried, 50-mL, two-necked flask was charged with LiAlH4 (0.10 g, equivalent by weight) and THF (3.0 mL) and cooled to 0° C. A solution of methyl 6,7,9,10-tetrahydroazepino[4,5-g]indole-8(1H)-carboxylate (0.105 g, 0.43 mmol) in THF (2.0 mL) was then added and the mixture was stirred at room temperature for 16 hours. Water (0.1 mL) was added slowly, followed by 15% NaOH (0.1 mL) and then water (0.3 mL). The mixture was stirred for 30 min, celite was added and the mixture was filte...